Dataset: the Open Reaction Database (ORD), a public repository of structured organic reaction records. Task: describe an organic reaction: reactants, conditions, products, and yield Reactants: NC1=CC(=NN1)C(=O)OC (methyl 5-amino-1H-pyrazole-3-carboxylate), BrC(C=O)C=O (2-bromomalonaldehyde). The product is COC(=O)C1=NN2C(N=CC(=C2)Br)=C1 (6-Bromo-pyrazolo[1,5-a]pyrimidine-2-carboxylic acid methyl ester). RXN SMILES: [NH2:1][C:2]1[NH:6][N:5]=[C:4]([C:7]([O:9][CH3:10])=[O:8])[CH:3]=1.[Br:11][CH:12]([CH:15]=O)[CH:13]=O>>[CH3:10][O:9][C:7]([C:4]1[CH:3]=[C:2]2[N:1]=[CH:13][C:12]([Br:11])=[CH:15][N:6]2[N:5]=1)=[O:8]. Procedure: The title compound, brown solid, MS: m/e=256.0/254.1 (M+H+), can be prepared in accordance with the general method of example 9, step 1 from methyl 5-amino-1H-pyrazole-3-carboxylate and 2-bromomalonaldehyde. The reactants are ClCCl, CC(C)(C)OC(=O)Nc1ccc(COC(=O)N2CCN(CC3(C)Cn4cc([N+](=O)[O-])nc4O3)CC2)cc1, [Na+], O=C(O)C(F)(F)F, O=C([O-])O. As a reaction SMILES: [CH2:50]([Cl:51])[Cl:52].[CH3:1][C:2]1([CH2:13][N:14]2[CH2:15][CH2:16][N:17]([C:20](=[O:21])[O:22][CH2:23][c:24]3[cH:25][cH:26][c:27]([NH:30][C:31]([O:32][C:33]([CH3:34])([CH3:35])[CH3:36])=[O:37])[cH:28][cH:29]3)[CH2:18][CH2:19]2)[CH2:3][n:4]2[c:5]([n:7][c:8]([N+:10](=[O:11])[O-:12])[cH:9]2)[O:6]1.[Na+:45].[OH:38][C:39]([C:40]([F:41])([F:42])[F:43])=[O:44].[OH:46][C:47](=[O:48])[O-:49]>>[CH3:1][C:2]1([CH2:13][N:14]2[CH2:15][CH2:16][N:17]([C:20](=[O:21])[O:22][CH2:23][c:24]3[cH:25][cH:26][c:27]([NH2:30])[cH:28][cH:29]3)[CH2:18][CH2:19]2)[CH2:3][n:4]2[c:5]([n:7][c:8]([N+:10](=[O:11])[O-:12])[cH:9]2)[O:6]1. Product: CC1(CN2CCN(C(=O)OCc3ccc(N)cc3)CC2)Cn2cc([N+](=O)[O-])nc2O1. The reactants are NC1=C(C(=O)O)C=CC(=C1C)C (2-amino-3,4-dimethylbenzoic acid), Br (hydrobromic acid), O (water). Run in CS(=O)C (DMSO). Reaction conditions: time 8 hour. The product is NC1=C(C(=O)O)C=C(C(=C1C)C)Br (2-amino-5-bromo-3,4-dimethylbenzoic acid). Reaction SMILES: [NH2:1][C:2]1[C:10]([CH3:11])=[C:9]([CH3:12])[CH:8]=[CH:7][C:3]=1[C:4]([OH:6])=[O:5].[BrH:13].O>CS(C)=O>[NH2:1][C:2]1[C:10]([CH3:11])=[C:9]([CH3:12])[C:8]([Br:13])=[CH:7][C:3]=1[C:4]([OH:6])=[O:5]. Procedure details: To a solution of 2-amino-3,4-dimethylbenzoic acid (50.0 g) in DMSO (500 mL) was added hydrobromic acid (174 mL) while keeping the internal temperature at 25 to 30° C., and the mixture was stirred overnight at room temperature. To the reaction mixture was added water (500 mL), and the mixture was stirred for 30 min. The precipitate was collected by filtration, and washed with water to give the title compound (102 g: containing DMSO). Starting materials: [BH3-]C#N, CC(=O)O, CO, CN(CCN)C(=O)OC(C)(C)C, [Na+], O=Cc1cccc(-n2nc(C(F)(F)F)cc2-c2ccco2)c1. Product: CN(CCNCc1cccc(-n2nc(C(F)(F)F)cc2-c2ccco2)c1)C(=O)OC(C)(C)C. RXN SMILES: [C:39]([BH3-:40])#[N:41].[CH3:35][C:36](=[O:37])[OH:38].[CH3:43][OH:44].[NH2:23][CH2:24][CH2:25][N:26]([C:27]([O:28][C:29]([CH3:30])([CH3:31])[CH3:32])=[O:33])[CH3:34].[Na+:42].[o:1]1[c:2](-[c:6]2[cH:7][c:8]([C:19]([F:20])([F:21])[F:22])[n:9][n:10]2-[c:11]2[cH:12][c:13]([CH:14]=[O:15])[cH:16][cH:17][cH:18]2)[cH:3][cH:4][cH:5]1>>[o:1]1[c:2](-[c:6]2[cH:7][c:8]([C:19]([F:20])([F:21])[F:22])[n:9][n:10]2-[c:11]2[cH:12][c:13]([CH2:14][NH:23][CH2:24][CH2:25][N:26]([C:27]([O:28][C:29]([CH3:30])([CH3:31])[CH3:32])=[O:33])[CH3:34])[cH:16][cH:17][cH:18]2)[cH:3][cH:4][cH:5]1. Yields the product O=C(CC1CCOCC1)c1cc2cc(F)cnc2n1S(=O)(=O)c1ccccc1. Starting materials: ClCCl, O=S(=O)(c1ccccc1)n1c(C(O)CC2CCOCC2)cc2cc(F)cnc21. As a reaction SMILES: [Cl:29][CH2:30][Cl:31].[c:1]1([S:7](=[O:8])(=[O:9])[n:10]2[c:11]([CH:20]([CH2:21][CH:22]3[CH2:23][CH2:24][O:25][CH2:26][CH2:27]3)[OH:28])[cH:12][c:13]3[c:14]2[n:15][cH:16][c:17]([F:19])[cH:18]3)[cH:2][cH:3][cH:4][cH:5][cH:6]1>>[c:1]1([S:7](=[O:8])(=[O:9])[n:10]2[c:11]([C:20]([CH2:21][CH:22]3[CH2:23][CH2:24][O:25][CH2:26][CH2:27]3)=[O:28])[cH:12][c:13]3[c:14]2[n:15][cH:16][c:17]([F:19])[cH:18]3)[cH:2][cH:3][cH:4][cH:5][cH:6]1. Reactants: COc1cc(C(=O)Cl)cc(OC)c1OC, ClCCl, NCc1ccccc1. The product is COc1cc(C(=O)NCc2ccccc2)cc(OC)c1OC. Reaction SMILES: [CH3:1][O:2][c:3]1[cH:4][c:5]([C:6](=[O:7])[Cl:8])[cH:9][c:10]([O:14][CH3:15])[c:11]1[O:12][CH3:13].[Cl:24][CH2:25][Cl:26].[NH2:16][CH2:17][c:18]1[cH:19][cH:20][cH:21][cH:22][cH:23]1>>[CH3:1][O:2][c:3]1[cH:4][c:5]([C:6](=[O:7])[NH:16][CH2:17][c:18]2[cH:19][cH:20][cH:21][cH:22][cH:23]2)[cH:9][c:10]([O:14][CH3:15])[c:11]1[O:12][CH3:13]. The reactants are C1CCOC1, [Li]CCCC, [Cl-], O=Cc1ccc2noc(-c3cccc(Cl)c3)c2c1, [NH4+], c1ccc(-c2cscn2)cc1. Product: OC(c1ccc2noc(-c3cccc(Cl)c3)c2c1)c1nc(-c2ccccc2)cs1. RXN SMILES: [CH2:37]1[O:38][CH2:39][CH2:40][CH2:41]1.[CH3:1][CH2:2][CH2:3][CH2:4][Li:5].[Cl-:35].[Cl:17][c:18]1[cH:19][c:20](-[c:24]2[o:25][n:26][c:27]3[c:28]2[cH:29][c:30]([CH:33]=[O:34])[cH:31][cH:32]3)[cH:21][cH:22][cH:23]1.[NH4+:36].[c:6]1(-[c:12]2[n:13][cH:14][s:15][cH:16]2)[cH:7][cH:8][cH:9][cH:10][cH:11]1>>[c:6]1(-[c:12]2[n:13][c:14]([CH:33]([c:30]3[cH:29][c:28]4[c:24](-[c:20]5[cH:19][c:18]([Cl:17])[cH:23][cH:22][cH:21]5)[o:25][n:26][c:27]4[cH:32][cH:31]3)[OH:34])[s:15][cH:16]2)[cH:7][cH:8][cH:9][cH:10][cH:11]1. The reactants are CCCN(Cc1ccccc1)c1cccc2nc(Cl)n(C)c12, CCOC(C)=O, Cc1cc(C)c(N)c(C)c1. Product: CCCN(Cc1ccccc1)c1cccc2nc(Nc3c(C)cc(C)cc3C)n(C)c12. As a reaction SMILES: [CH2:1]([c:2]1[cH:3][cH:4][cH:5][cH:6][cH:7]1)[N:8]([c:9]1[cH:10][cH:11][cH:12][c:13]2[c:14]1[n:15]([CH3:19])[c:16]([Cl:18])[n:17]2)[CH2:20][CH2:21][CH3:22].[CH3:33][CH2:34][O:35][C:36](=[O:37])[CH3:38].[c:23]1([CH3:32])[c:24]([NH2:31])[c:25]([CH3:30])[cH:26][c:27]([CH3:29])[cH:28]1>>[CH2:1]([c:2]1[cH:3][cH:4][cH:5][cH:6][cH:7]1)[N:8]([c:9]1[cH:10][cH:11][cH:12][c:13]2[c:14]1[n:15]([CH3:19])[c:16]([NH:31][c:24]1[c:23]([CH3:32])[cH:28][c:27]([CH3:29])[cH:26][c:25]1[CH3:30])[n:17]2)[CH2:20][CH2:21][CH3:22]. Reactants: ClC=1C=C2C(=CNC2=CC1)CCNC(C(=O)N[C@H](CO)CC1=CC=CC=C1)=O ((S)—N1-(2-(5-chloro-1H-indol-3-yl)ethyl)-N2-(1-hydroxy-3-phenylpropan-2-yl)oxalamide), CC[N+](CC)(CC)S(=O)(=O)N=C([O-])OC (Burgess reagent). Run in C1CCOC1 (THF). Conditions: temperature 80 celsius, time 20 hour. The product is C(C1=CC=CC=C1)[C@@H]1N=C(OC1)C(=O)NCCC1=CNC2=CC=C(C=C12)Cl ((S)-4-benzyl-N-(2-(5-chloro-1H-indol-3-yl)ethyl)-4,5-dihydrooxazole-2-carboxamide). Isolated yield 4.5%. RXN SMILES: [Cl:1][C:2]1[CH:3]=[C:4]2[C:8](=[CH:9][CH:10]=1)[NH:7][CH:6]=[C:5]2[CH2:11][CH2:12][NH:13][C:14](=[O:28])[C:15]([NH:17][C@@H:18]([CH2:21][C:22]1[CH:27]=[CH:26][CH:25]=[CH:24][CH:23]=1)[CH2:19][OH:20])=O.CC[N+](S(N=C(OC)[O-])(=O)=O)(CC)CC>C1COCC1>[CH2:21]([C@H:18]1[CH2:19][O:20][C:15]([C:14]([NH:13][CH2:12][CH2:11][C:5]2[C:4]3[C:8](=[CH:9][CH:10]=[C:2]([Cl:1])[CH:3]=3)[NH:7][CH:6]=2)=[O:28])=[N:17]1)[C:22]1[CH:27]=[CH:26][CH:25]=[CH:24][CH:23]=1. Procedure: A sealed tube containing (S)—N1-(2-(5-chloro-1H-indol-3-yl)ethyl)-N2-(1-hydroxy-3-phenylpropan-2-yl)oxalamide (0.117 g, 0.293 mmol) and Burgess reagent [(methoxycarbonylsulfamoyl)triethylammonium hydroxide inner salt (0.115 g; 0.468 mmol)] in dry THF (6 mL) was stirred at 80° C. for 20 hours. The solution was evaporated and the resulting residue was purified by flash chromatography on silica gel (eluent 7 to 60% ethyl acetate in dichloromethane) to give 0.005 g (4%) of (S)-4-benzyl-N-(2-(5-chlor... Reactants: C(C)OC(=O)C=1NC2=CC(=CC(=C2C1C=CC(NC1=CC=CC=C1)=O)Cl)Cl (Ethyl-3-[2-(phenylcarbamoyl)ethenyl]-4, 6-dichloroindole-2-carboxylate), [OH-].[Li+] (lithium hydroxide). The solvent is C(C)O (ethanol). Reaction conditions: time 6 hour. Yields the product C1(=CC=CC=C1)NC(=O)/C=C/C1=C(NC2=CC(=CC(=C12)Cl)Cl)C(=O)O ((E)3-[2-(phenylcarbamoyl)ethenyl]-4,6-dichloroindole-2-carboxylic acid). Yield: 98.9%. As a reaction SMILES: C([O:3][C:4]([C:6]1[NH:7][C:8]2[C:13]([C:14]=1[CH:15]=[CH:16][C:17](=[O:25])[NH:18][C:19]1[CH:24]=[CH:23][CH:22]=[CH:21][CH:20]=1)=[C:12]([Cl:26])[CH:11]=[C:10]([Cl:27])[CH:9]=2)=[O:5])C.[OH-].[Li+]>C(O)C>[C:19]1([NH:18][C:17](/[CH:16]=[CH:15]/[C:14]2[C:13]3[C:8](=[CH:9][C:10]([Cl:27])=[CH:11][C:12]=3[Cl:26])[NH:7][C:6]=2[C:4]([OH:5])=[O:3])=[O:25])[CH:20]=[CH:21][CH:22]=[CH:23][CH:24]=1 |f:1.2|. Reported procedure: To a solution of Example 1 (250 mg) in ethanol (2.5 ml), lithium hydroxide (104 mg) was added at 23°. The reaction was stirred at 50° for 6 hours then the solvent was evaporated and the residue dissolved in water (5 ml). The aqueous layer was acidified with 1N hydrochloric acid until a white solid precipitated. The latter was collected by filtration and dried to give the title compound as a white solid (230 mg).